This data is from the Open Reaction Database (ORD), a public repository of structured organic reaction records. The task is: describe an organic reaction: reactants, conditions, products, and yield Starting materials: [N+](=O)(O)[O-] (nitric acid), FC1=CC2=C(NC(CO2)=O)C=C1N1NCC(N(C1C)C(F)F)=O (2-[7-Fluoro-2H-1,4-benzoxazin-3(4H)-on-6-yl]-4-difluoromethyl-3-methyl-1,4-dihydro-1,2,4-triazin-5-one), ice water. Solvent: C(C)(=O)O (acetic acid). Run at time 1 hour. Yields the product FC1=CC2=C(NC(CO2)=O)C(=C1N1NCC(N(C1C)C(F)F)=O)[N+](=O)[O-] (2-[7-fluoro-5-nitro-2H-1,4-benzoxazin-3(4H)-on-6-yl]-4-difluoromethyl-3-methyl-1,4-dihydro-1,2,4-triazin-5-one). RXN SMILES: [F:1][C:2]1[C:12]([N:13]2[CH:18]([CH3:19])[N:17]([CH:20]([F:22])[F:21])[C:16](=[O:23])[CH2:15][NH:14]2)=[CH:11][C:5]2[NH:6][C:7](=[O:10])[CH2:8][O:9][C:4]=2[CH:3]=1.[N+:24]([O-])([OH:26])=[O:25]>C(O)(=O)C>[F:1][C:2]1[C:12]([N:13]2[CH:18]([CH3:19])[N:17]([CH:20]([F:21])[F:22])[C:16](=[O:23])[CH2:15][NH:14]2)=[C:11]([N+:24]([O-:26])=[O:25])[C:5]2[NH:6][C:7](=[O:10])[CH2:8][O:9][C:4]=2[CH:3]=1. Procedure: 2-[7-Fluoro-2H-1,4-benzoxazin-3(4H)-on-6-yl]-4-difluoromethyl-3-methyl-1,4-dihydro-1,2,4-triazin-5-one (0.38 g) was dissolved in acetic acid (10 ml) and fuming nitric acid (10 ml) was added slowly at ambient temperature. The resulting mixture was stirred for 1 hour and poured into ice-water. The mixture was extracted with ethyl acetate, washed with brine and dried over anhydrous sodium sulfate. The solvent was removed in vacuo and the residue was purified by column chromatography on silica gel e... Starting materials: O=C([O-])O, COC(=O)c1csc(NC(=O)C(Cc2ccccc2)NC(=O)C(NC(=O)OC(C)(C)C)c2ccc3c(c2)ncn3C)n1, CCN(C(C)C)C(C)C, ClCCl, [Na+], O=C=O, O=C(Cl)OC(Cl)(Cl)Cl, C1CCOC1, O=C(O)C(F)(F)F. Product: COC(=O)c1csc(NC(=O)C(Cc2ccccc2)N2C(=O)NC(c3ccc4c(c3)ncn4C)C2=O)n1. As a reaction SMILES: [C:46](=[O:47])([OH:48])[O-:49].[CH3:1][O:2][C:3](=[O:4])[c:5]1[n:6][c:7]([NH:10][C:11]([CH:12]([CH2:13][c:14]2[cH:15][cH:16][cH:17][cH:18][cH:19]2)[NH:20][C:21]([CH:22]([c:23]2[cH:24][c:25]3[c:26]([n:27]([CH3:30])[cH:28][n:29]3)[cH:31][cH:32]2)[NH:33][C:34]([O:36][C:35]([CH3:37])([CH3:38])[CH3:39])=[O:40])=[O:41])=[O:42])[s:8][cH:9]1.[CH:54]([N:55]([CH:56]([CH3:57])[CH3:58])[CH2:59][CH3:60])([CH3:61])[CH3:62].[Cl:43][CH2:44][Cl:45].[Na+:50].[O:51]=[C:52]=[O:53].[O:63]=[C:64]([Cl:65])[O:66][C:67]([Cl:68])([Cl:69])[Cl:70].[O:78]1[CH2:79][CH2:80][CH2:81][CH2:82]1.[OH:71][C:72]([C:73]([F:74])([F:75])[F:76])=[O:77]>>[CH3:1][O:2][C:3](=[O:4])[c:5]1[n:6][c:7]([NH:10][C:11]([CH:12]([CH2:13][c:14]2[cH:15][cH:16][cH:17][cH:18][cH:19]2)[N:20]2[C:21](=[O:41])[CH:22]([c:23]3[cH:24][c:25]4[c:26]([n:27]([CH3:30])[cH:28][n:29]4)[cH:31][cH:32]3)[NH:33][C:34]2=[O:36])=[O:42])[s:8][cH:9]1. The reactants are CO.C(Cl)Cl (MeOH DCM), O=C1CNC(N1C(C(=O)O)CC1=CC=CC=C1)=S (2-(5-oxo-2-thioxoimidazolidin-1-yl)-3-phenylpropanoic acid), BrC1=C(C=C(C=C1)C1=CC=C(S1)C=O)Cl (5-(4-bromo-3-chloro-phenyl)thiophene-2-carbaldehyde), NCCC(=O)O (β-alanine). Solvent: C(C)(=O)O (acetic acid). Run at temperature 170 celsius. The product is BrC1=C(C=C(C=C1)C1=CC=C(O1)\C=C/1\NC(N(C1=O)C(C(=O)O)CC1=CC=CC=C1)=S)Cl ((E)-2-(4-((5-(4-bromo-3-chlorophenyl)furan-2-yl)methylene)-5-oxo-2-thioxoimidazolidin-1-yl)-3-phenylpropanoic acid). Reaction SMILES: [O:1]=[C:2]1[N:6]([CH:7]([CH2:11][C:12]2[CH:17]=[CH:16][CH:15]=[CH:14][CH:13]=2)[C:8]([OH:10])=[O:9])[C:5](=[S:18])[NH:4][CH2:3]1.[Br:19][C:20]1[CH:25]=[CH:24][C:23]([C:26]2S[C:29]([CH:31]=O)=[CH:28][CH:27]=2)=[CH:22][C:21]=1[Cl:33].NCCC(O)=[O:38].CO.C(Cl)Cl>C(O)(=O)C>[Br:19][C:20]1[CH:25]=[CH:24][C:23]([C:26]2[O:38][C:29](/[CH:31]=[C:3]3/[NH:4][C:5](=[S:18])[N:6]([CH:7]([CH2:11][C:12]4[CH:17]=[CH:16][CH:15]=[CH:14][CH:13]=4)[C:8]([OH:10])=[O:9])[C:2]/3=[O:1])=[CH:28][CH:27]=2)=[CH:22][C:21]=1[Cl:33] |f:3.4|. Procedure details: To a mixture of 2-(5-oxo-2-thioxoimidazolidin-1-yl)-3-phenylpropanoic acid (0.045 g, 0.175 mmol) and 5-(4-bromo-3-chloro-phenyl)thiophene-2-carbaldehyde (0.050 g, 0.175 mmol) in acetic acid 5 mL is added β-alanine (1.6 mg, 0.01 8 mmol) and heat to 170° C. for 30 min under microwave irradiation. The resulting reaction mixture is cooled down and the solvent is removed. The pure product (0.075 g, 0.141 mmol, red solid) is obtained by column chromatography using MeOH/DCM, 2-7% ration solvent system. Starting materials: C(C)(=O)O[C@H]1[C@@H](C(N1)=O)NC(C(=NOC)C=1N=C(SC1)NC(CCl)=O)=O ((3S,4S)-4-acetoxy-3-[2-(2-chloroacetamidothiazol-4-yl)-2-methoxyiminoacetamido]-2-oxoazetidine), CSC(N)=S.[Na] (sodium monomethyldithiocarbamate). Run in CN(C)C=O (DMF). Conditions: time 1 hour. Yields the product C(C)(=O)O[C@H]1[C@@H](C(N1)=O)NC(C(=NOC)C=1N=C(SC1)N)=O ((3S,4S)-4-acetoxy-3-[2-(2-aminothiazol-4-yl)-2-methoxyiminoacetamido]-2-oxoazetidine). The yield is 66.6%. Reaction SMILES: [C:1]([O:4][C@@H:5]1[NH:8][C:7](=[O:9])[C@H:6]1[NH:10][C:11](=[O:26])[C:12]([C:16]1[N:17]=[C:18]([NH:21]C(=O)CCl)[S:19][CH:20]=1)=[N:13][O:14][CH3:15])(=[O:3])[CH3:2].CSC(=S)N.[Na]>CN(C=O)C>[C:1]([O:4][C@@H:5]1[NH:8][C:7](=[O:9])[C@H:6]1[NH:10][C:11](=[O:26])[C:12]([C:16]1[N:17]=[C:18]([NH2:21])[S:19][CH:20]=1)=[N:13][O:14][CH3:15])(=[O:3])[CH3:2] |f:1.2,^1:31|. Procedure: To a solution of 500 mg of (3S,4S)-4-acetoxy-3-[2-(2-chloroacetamidothiazol-4-yl)-2-methoxyiminoacetamido]-2-oxoazetidine (syn-isomer) in 10 ml of DMF is added 0.245 g of sodium monomethyldithiocarbamate and the mixture is stirred at room temperature for one hour. The solvent is distilled off under reduced pressure, the residue is washed three times with ethyl acetate and the insolubles are filtered off after addition of ethanol. The filtrate is concentrated under reduced pressure. Then, purifyi... The reactants are CC1(C2CN(CC12)CCCC1=CC=CC=C1)C=1C=C(C=CC1)N (3-[6-methyl-3-(3-phenylpropyl)-3-azabicyclo[3.1.0]hex-6-yl]phenylamine), C(CC)S(=O)(=O)Cl (n-propanesulfonyl chloride), O (Water). Solvent: ClCCl (dichloromethane). Conditions: time 16 hour. Yields the product C(C)(=O)O.CC1(C2CN(CC12)CCCC1=CC=CC=C1)C=1C=C(C=CC1)NS(=O)(=O)CCC (N-{3-[6-Methyl-3-(3-phenylpropyl)-3-azabicyclo[3.1.0]hex-6-yl]phenyl}propanesulfonamide acetate salt). Isolated yield 4.0%. As a reaction SMILES: [CH3:1][C:2]1([C:17]2[CH:18]=[C:19]([NH2:23])[CH:20]=[CH:21][CH:22]=2)[CH:7]2[CH:3]1[CH2:4][N:5]([CH2:8][CH2:9][CH2:10][C:11]1[CH:16]=[CH:15][CH:14]=[CH:13][CH:12]=1)[CH2:6]2.[CH2:24]([S:27](Cl)(=[O:29])=[O:28])[CH2:25][CH3:26].[OH2:31]>ClCCl>[C:21]([OH:28])(=[O:31])[CH3:22].[CH3:1][C:2]1([C:17]2[CH:18]=[C:19]([NH:23][S:27]([CH2:24][CH2:25][CH3:26])(=[O:29])=[O:28])[CH:20]=[CH:21][CH:22]=2)[CH:3]2[CH:7]1[CH2:6][N:5]([CH2:8][CH2:9][CH2:10][C:11]1[CH:16]=[CH:15][CH:14]=[CH:13][CH:12]=1)[CH2:4]2 |f:4.5|. Reported procedure: To a solution of 3-[6-methyl-3-(3-phenylpropyl)-3-azabicyclo[3.1.0]hex-6-yl]phenylamine (Preparation 8, 200 mg, 0.65 mmol) in pynidine (2 ml) under nitrogen at 0° C. was added n-propanesulfonyl chloride (140 mg, 0.98 mmol), then the mixture was stirred at room temperature for 16 hours. Water (5 ml) and dichloromethane (5 ml) were added, and the mixture was stirred for 30 minutes. The organic phase was washed further with water (5 ml) for 30 minutes, separated, dried (MgSO4), filtered and concent... Reactants: O1C(CCCC1)ONCC=CC1=CC2=C(S1)C=CC=C2 (O-Tetrahydropyranyl-3-benzo[b]thien-2-ylprop-2-enyl hydroxylamine), O (water), O1C(CCCC1)NO (Tetrahydropyranylhydroxyl amine), S1C2=C(C(=C1)C(C=C)Br)C=CC=C2 (3-benzo[b]thienylbromoprop-2-ene). Run in CN(C)C=O (DMF), CN(C)C=O (DMF). Run at time 2 hour. Yields the product ON(C(C)=O)CC=CC1=CC2=C(S1)C=CC=C2 (N-hydroxy-N-(3-benzo[b]thien-2-ylprop-2-enyl) acetamide). Yield: 66.0%. RXN SMILES: O1CCCCC1[O:7][NH:8][CH2:9][CH:10]=[CH:11][C:12]1[S:16][C:15]2[CH:17]=[CH:18][CH:19]=[CH:20][C:14]=2[CH:13]=1.[O:21]1CCC[CH2:23][CH:22]1NO.S1C=C(C(Br)C=C)C2C=CC=CC1=2.O>CN(C=O)C>[OH:7][N:8]([CH2:9][CH:10]=[CH:11][C:12]1[S:16][C:15]2[CH:17]=[CH:18][CH:19]=[CH:20][C:14]=2[CH:13]=1)[C:22](=[O:21])[CH3:23]. Procedure details: O-Tetrahydropyranyl-3-benzo[b]thien-2-ylprop-2-enyl hydroxylamine. Tetrahydropyranylhydroxyl amine (0.51 g, 4.34 mmole) in DMF (10 mL) was added to a solution of 3-benzo[b]thienylbromoprop-2-ene (0.50 g, 1.98 mmole) in DMF (10 mL). After being allowed to stir for two hours the reaction was poured into water and extracted with ether. The organic layer was washed with NaHCO3 and brine. The organic layer was dried over MgSO4 and evaporated. The residue was chromatographed on silica gel eluting with... The reactants are ClC1=NC(=CC2=CC(=CC=C12)OC)NC1=NNC=C1 ((1-chloro-6-methoxy-isoquinolin-3-yl)-(1H-pyrazol-3-yl)-amine). The solvent is CC(C)O (propan-2-ol). Yields the product C(C)(C)OC1=NC(=CC2=CC(=CC=C12)OC)NC1=NNC=C1 ((1-isopropoxy-6-methoxy-isoquinolin-3-yl)-(1H-pyrazol-3-yl)-amine). As a reaction SMILES: Cl[C:2]1[C:11]2[C:6](=[CH:7][C:8]([O:12][CH3:13])=[CH:9][CH:10]=2)[CH:5]=[C:4]([NH:14][C:15]2[CH:19]=[CH:18][NH:17][N:16]=2)[N:3]=1>CC(O)C>[CH:8]([O:12][C:2]1[C:11]2[C:6](=[CH:7][C:8]([O:12][CH3:13])=[CH:9][CH:10]=2)[CH:5]=[C:4]([NH:14][C:15]2[CH:19]=[CH:18][NH:17][N:16]=2)[N:3]=1)([CH3:9])[CH3:7]. Procedure details: Similar procedure as described in example 10 was used, starting from (1-chloro-6-methoxy-isoquinolin-3-yl)-(1H-pyrazol-3-yl)-amine and propan-2-ol to give (1-isopropoxy-6-methoxy-isoquinolin-3-yl)-(1H-pyrazol-3-yl)-amine. LC-MS m/e 299(MH+).